The task is: describe an organic reaction: reactants, conditions, products, and yield. This data is from the Open Reaction Database (ORD), a public repository of structured organic reaction records. The reactants are Cc1cn(C2CC(N=[N+]=[N-])C(CO)O2)c(=O)[nH]c1=O, CC(=O)Cl, O, c1ccncc1. The product is CC(=O)OCC1OC(n2cc(C)c(=O)[nH]c2=O)CC1N=[N+]=[N-]. RXN SMILES: [CH3:1][c:2]1[cH:3][n:4]([CH:5]2[CH2:6][CH:7]([N:8]=[N+:9]=[N-:10])[CH:11]([CH2:12][OH:13])[O:14]2)[c:15](=[O:16])[nH:17][c:18]1=[O:19].[CH3:20][C:21]([Cl:22])=[O:23].[OH2:24].[cH:25]1[cH:26][cH:27][n:28][cH:29][cH:30]1>>[CH3:1][c:2]1[cH:3][n:4]([CH:5]2[CH2:6][CH:7]([N:8]=[N+:9]=[N-:10])[CH:11]([CH2:12][O:13][C:21]([CH3:20])=[O:23])[O:14]2)[c:15](=[O:16])[nH:17][c:18]1=[O:19]. Reactants: C[O-].[Na+] (sodium methoxide), C(#N)CC(=O)N (2-cyanoacetamide), ClC1=CC=C(C(=O)C2=CC=C(CN=[N+]=[N-])C=C2)C=C1 (4-(4-chlorobenzoyl)benzyl azide). The solvent is C(C)O (ethanol). Product: NC1=C(N=NN1CC1=CC=C(C=C1)C(C1=CC=C(C=C1)Cl)=O)C(=O)N (5-amino-1-(4-[4-chlorobenzoyl]benzyl)-1,2,3-triazole-4-carboxamide). Yield: 11.2%. Reaction SMILES: [C:1]([CH2:3][C:4]([NH2:6])=[O:5])#[N:2].C[O-].[Na+].[Cl:10][C:11]1[CH:28]=[CH:27][C:14]([C:15]([C:17]2[CH:26]=[CH:25][C:20]([CH2:21][N:22]=[N+:23]=[N-:24])=[CH:19][CH:18]=2)=[O:16])=[CH:13][CH:12]=1>C(O)C>[NH2:2][C:1]1[N:22]([CH2:21][C:20]2[CH:19]=[CH:18][C:17]([C:15](=[O:16])[C:14]3[CH:27]=[CH:28][C:11]([Cl:10])=[CH:12][CH:13]=3)=[CH:26][CH:25]=2)[N:23]=[N:24][C:3]=1[C:4]([NH2:6])=[O:5] |f:1.2|. Procedure details: To a suspension of 2-cyanoacetamide (527 mg, 6.27 mmol) in ethanol (20 ml) was added sodium methoxide (330 mg, 6.11 mmol). The mixture was refluxed 15 minutes, cooled slightly, and 4-(4-chlorobenzoyl)benzyl azide (1.24 g, 4.56 mmol) was added. The mixture was refluxed 2 hours, cooled to ambient temperature, and filtered. The filtrate was evaporated under vacuum and the residue was triturated with hot 19:1 (v/v) dichloromethane-methanol (50 ml) and filtered. The remaining solid was triturated wit... The product is ClC1=NC(=CC(=C1[N+](=O)[O-])N)Cl (2,6-Dichloro-3-nitro-pyridin-4-amine). Solvent: OS(=O)(=O)O (H2SO4). Procedure: To a solution of 2,6-dichloro-4-aminopyridine (5.0 g, 30.6 mmol) in conc. H2SO4 (25 mL) at 0° C. in an ice-acetone bath was added 90% HNO3 (10 mL) dropwise. The reaction mixture was warmed to ambient temperature and stirred for 1 h then poured onto ice (100 g). The solid precipitate was isolated by filtration, washed with cold H2O and dried under high vacuum. The resulting solid was dissolved in conc. H2SO4 (50 mL) and heated at 100° C. for 20 min. The reaction mixture was poured onto ice (150 g... Conditions: time 1 hour. Reaction SMILES: [Cl:1][C:2]1[CH:7]=[C:6]([NH2:8])[CH:5]=[C:4]([Cl:9])[N:3]=1.[N+:10]([O-])([OH:12])=[O:11]>OS(O)(=O)=O>[Cl:1][C:2]1[C:7]([N+:10]([O-:12])=[O:11])=[C:6]([NH2:8])[CH:5]=[C:4]([Cl:9])[N:3]=1. Starting materials: ClC1=NC(=CC(=C1)N)Cl (2,6-dichloro-4-aminopyridine), [N+](=O)(O)[O-] (HNO3). The reactants are ClCCCC#N (4-chlorobutyronitrile), ClCCCC#N (4-Chlorobutyronitrile), N1C(=S)N=C(N)C=C1 (2-thiocytosine). Run in CCO (EtOH), [OH-].[Na+] (NaOH). Reaction conditions: time 18 hour. Yields the product NC1=NC(=NC=C1)SCCCC#N (4-[4-aminopyrimid-2-ylthio]butyronitrile). The yield is 78.6%. RXN SMILES: Cl[CH2:2][CH2:3][CH2:4][C:5]#[N:6].[NH:7]1[CH:14]=[CH:13][C:11]([NH2:12])=[N:10][C:8]1=[S:9]>CCO.[OH-].[Na+]>[NH2:12][C:11]1[CH:13]=[CH:14][N:7]=[C:8]([S:9][CH2:2][CH2:3][CH2:4][C:5]#[N:6])[N:10]=1 |f:3.4|. Procedure: 4-Chlorobutyronitrile (0.23 g.) in EtOH (2 ml.) was added to a solution of 2-thiocytosine (0.25 g.) in 0.5 N aqueous NaOH (5 ml.) and the mixture stirred for 18 hours. A further portion of 4-chlorobutyronitrile (0.23 g.) was added and the mixture stirred a further 24 hours. The solution was concentrated in vacuo to 2 ml. and cooled and the crystalline precipitate collected to give 4-[4-aminopyrimid-2-ylthio]butyronitrile (0.3 g.), m.p. 99°-100°. The reactants are CC(=O)SCC(C)C(=O)Cl, CC(=O)SCC(C)C(=O)O, CN1CC(C(=O)OC(C)(C)C)NC1=O, [H-], [Na+], C1CCOC1, O=S(Cl)Cl. The product is CC(=O)SCC(C)C(=O)N1C(=O)N(C)CC1C(=O)OC(C)(C)C. RXN SMILES: [C:17]([CH3:18])(=[O:19])[S:20][CH2:21][CH:22]([C:23](=[O:24])[Cl:25])[CH3:26].[C:27]([S:28][CH2:29][CH:30]([CH3:31])[C:32]([OH:33])=[O:34])(=[O:35])[CH3:36].[CH3:1][N:2]1[C:3](=[O:14])[NH:4][CH:5]([C:7](=[O:8])[O:9][C:10]([CH3:11])([CH3:12])[CH3:13])[CH2:6]1.[H-:15].[Na+:16].[O:41]1[CH2:42][CH2:43][CH2:44][CH2:45]1.[S:37]([Cl:38])([Cl:39])=[O:40]>>[CH3:1][N:2]1[C:3](=[O:14])[N:4]([C:23]([CH:22]([CH2:21][S:20][C:17]([CH3:18])=[O:19])[CH3:26])=[O:24])[CH:5]([C:7](=[O:8])[O:9][C:10]([CH3:11])([CH3:12])[CH3:13])[CH2:6]1.